Dataset: the Open Reaction Database (ORD), a public repository of structured organic reaction records. Task: describe an organic reaction: reactants, conditions, products, and yield Reactants: C(C)(=O)OC(C)=O (acetic anhydride), ClC1=CC=CC(=N1)N1N=C(CC1)NC(C)=O (N-[1-(6-Chloro-2-pyridyl)-2-pyrazolin-3-yl]acetamide). Solvent: C(=O)O (formic acid). Yields the product ClC1=CC=CC(=N1)N1N=C(CC1)NC=O (N-[1-(6-Chloro-2-pyridyl)-2-pyrazolin-3-yl]formamide). RXN SMILES: [Cl:1][C:2]1[N:7]=[C:6]([N:8]2[CH2:12][CH2:11][C:10]([NH:13][C:14](=[O:16])C)=[N:9]2)[CH:5]=[CH:4][CH:3]=1.C(OC(=O)C)(=O)C>C(O)=O>[Cl:1][C:2]1[N:7]=[C:6]([N:8]2[CH2:12][CH2:11][C:10]([NH:13][CH:14]=[O:16])=[N:9]2)[CH:5]=[CH:4][CH:3]=1. Procedure details: A mixture of 5.0 g. of 2-(3-amino-2-pyrazolin-1-yl)-6-chloropyridine (prepared as described in Example 3) and 25 ml. of a mixture of formic acid and acetic anhydride (Feiser and Feiser, Reagents for Organic Synthesis, Vol. 1, page 4) at room temperature gives an immediate yellow precipitate. The precipitate is collected by filtration then is recrystallized from acetone-hexane to give 3.05 g. of the product of the Example as off-white crystals, m.p. 190°-192° C.